Dataset: the Open Reaction Database (ORD), a public repository of structured organic reaction records. Task: describe an organic reaction: reactants, conditions, products, and yield Procedure: A solution of 98% indene (364 mmoles) in 300 ml of THF was cooled to -78° C. under argon. An equimolar amount of n-butyllithium was added to the solution. The resulting mixture was allowed to warm to room temperature. It was then charged to an equimolar amount of 95% cinnamyl chloride (58.45 g) in 100 ml of THF at -30° C. The mixture was then allowed to warm to room temperature and react for one hour to form cinnamyl indene. The cinnamyl indene was concentrated down to a residue under strong vac... RXN SMILES: [CH2:1]1[C:9]2[C:4](=[CH:5][CH:6]=[CH:7][CH:8]=2)[CH:3]=[CH:2]1.C([Li])CCC.[CH2:15](Cl)[CH:16]=[CH:17][C:18]1[CH:23]=[CH:22][CH:21]=[CH:20][CH:19]=1>C1COCC1>[CH2:15]([CH:1]1[C:9]2[C:4](=[CH:5][CH:6]=[CH:7][CH:8]=2)[CH:3]=[CH:2]1)[CH:16]=[CH:17][C:18]1[CH:23]=[CH:22][CH:21]=[CH:20][CH:19]=1. Yields the product C(C=CC1=CC=CC=C1)C1C=CC2=CC=CC=C12 (cinnamyl indene). Yield: 62.0%. Solvent: C1CCOC1 (THF), C1CCOC1 (THF). The reactants are C(CCC)[Li] (n-butyllithium), C1C=CC2=CC=CC=C12 (indene), C(C=CC1=CC=CC=C1)Cl (cinnamyl chloride). The reactants are CN(C)C=O, COC(=O)c1ccc(F)c(-n2c(C)cc(O)cc2=O)c1, Fc1ccc(CBr)c(F)c1, C1CCC2=NCCCN2CC1, [Na+], O=C([O-])O. Product: COC(=O)c1ccc(F)c(-n2c(C)cc(OCc3ccc(F)cc3F)cc2=O)c1. Reaction SMILES: [CH:47]([N:48]([CH3:49])[CH3:50])=[O:51].[F:1][c:2]1[c:3](-[n:12]2[c:13](=[O:20])[cH:14][c:15]([OH:19])[cH:16][c:17]2[CH3:18])[cH:4][c:5]([C:6](=[O:7])[O:8][CH3:9])[cH:10][cH:11]1.[F:32][c:33]1[c:34]([CH2:35][Br:36])[cH:37][cH:38][c:39]([F:41])[cH:40]1.[N:21]12[CH2:22][CH2:23][CH2:24][N:25]=[C:26]1[CH2:27][CH2:28][CH2:29][CH2:30][CH2:31]2.[Na+:46].[O-:42][C:43]([OH:44])=[O:45]>>[F:1][c:2]1[c:3](-[n:12]2[c:13](=[O:20])[cH:14][c:15]([O:19][CH2:35][c:34]3[c:33]([F:32])[cH:40][c:39]([F:41])[cH:38][cH:37]3)[cH:16][c:17]2[CH3:18])[cH:4][c:5]([C:6](=[O:7])[O:8][CH3:9])[cH:10][cH:11]1. The reactants are C=C(COCCCCCCCCCCCCCCCC)COCCCCOS(C)(=O)=O, c1ccncc1. Product: C=C(COCCCCCCCCCCCCCCCC)COCCCC[n+]1ccccc1, CS(=O)(=O)[O-]. Reaction SMILES: [CH2:1]([CH2:2][CH2:3][CH2:4][CH2:5][CH2:6][CH2:7][CH2:8][CH2:9][CH2:10][CH2:11][CH2:12][CH2:13][CH2:14][CH2:15][CH3:16])[O:17][CH2:18][C:19]([CH2:20][O:21][CH2:22][CH2:23][CH2:24][CH2:25][O:26][S:27](=[O:28])(=[O:29])[CH3:30])=[CH2:31].[cH:32]1[cH:33][cH:34][n:35][cH:36][cH:37]1>>[CH2:1]([CH2:2][CH2:3][CH2:4][CH2:5][CH2:6][CH2:7][CH2:8][CH2:9][CH2:10][CH2:11][CH2:12][CH2:13][CH2:14][CH2:15][CH3:16])[O:17][CH2:18][C:19]([CH2:20][O:21][CH2:22][CH2:23][CH2:24][CH2:25][n+:35]1[cH:34][cH:33][cH:32][cH:37][cH:36]1)=[CH2:31].[O:26]=[S:27](=[O:28])([O-:29])[CH3:30]. Reactants: C(C)(C)(C)C1=CC(=C(C=C1)C=1N(C(C(N1)(C)C1=CC=C(C=C1)Cl)(C)C1=CC=C(C=C1)Cl)C(=O)Cl)OC(C)C (rac-(4S*,5R*)-2-(4-tert-butyl-2-isopropoxy-phenyl)-4,5-bis-(4-chloro-phenyl)-4,5-dimethyl-4,5-dihydro-imidazole-1-carbonyl chloride), COCCN1CCNCC1 (1-(2-methoxy-ethyl)-piperazine). Product: C(C)(C)(C)C1=CC(=C(C=C1)C=1N([C@]([C@](N1)(C)C1=CC=C(C=C1)Cl)(C)C1=CC=C(C=C1)Cl)C(=O)N1CCN(CC1)CCOC)OC(C)C (rac-[(4S*,5R*)-2-(4-tert-Butyl-2-isopropoxy-phenyl)-4,5-bis-(4-chloro-phenyl)-4,5-dimethyl-4,5-dihydro-imidazol-1-yl]-[4-(2-methoxy-ethyl)-piperazin-1-yl]-methanone). As a reaction SMILES: [C:1]([C:5]1[CH:10]=[CH:9][C:8]([C:11]2[N:12]([C:32](Cl)=[O:33])[C:13]([C:25]3[CH:30]=[CH:29][C:28]([Cl:31])=[CH:27][CH:26]=3)([CH3:24])[C:14]([C:17]3[CH:22]=[CH:21][C:20]([Cl:23])=[CH:19][CH:18]=3)([CH3:16])[N:15]=2)=[C:7]([O:35][CH:36]([CH3:38])[CH3:37])[CH:6]=1)([CH3:4])([CH3:3])[CH3:2].[CH3:39][O:40][CH2:41][CH2:42][N:43]1[CH2:48][CH2:47][NH:46][CH2:45][CH2:44]1>>[C:1]([C:5]1[CH:10]=[CH:9][C:8]([C:11]2[N:12]([C:32]([N:46]3[CH2:47][CH2:48][N:43]([CH2:42][CH2:41][O:40][CH3:39])[CH2:44][CH2:45]3)=[O:33])[C@@:13]([C:25]3[CH:26]=[CH:27][C:28]([Cl:31])=[CH:29][CH:30]=3)([CH3:24])[C@@:14]([C:17]3[CH:22]=[CH:21][C:20]([Cl:23])=[CH:19][CH:18]=3)([CH3:16])[N:15]=2)=[C:7]([O:35][CH:36]([CH3:38])[CH3:37])[CH:6]=1)([CH3:4])([CH3:3])[CH3:2]. Reported procedure: In a manner analogous to the method described in example 5, rac-(4S*,5R*)-2-(4-tert-butyl-2-isopropoxy-phenyl)-4,5-bis-(4-chloro-phenyl)-4,5-dimethyl-4,5-dihydro-imidazole-1-carbonyl chloride was reacted with 1-(2-methoxy-ethyl)-piperazine (Aldrich) to give the title compound. HR-MS (ES, m/z) calculated for C38H49N4O3Cl2 [(M+H)+] 679.3176, observed 679.3180. Starting materials: CC(=O)Nc1ccc(Oc2ccc3[nH]c(N)c(C#N)c3c2)cc1, CO, Cl, [Na+], O=C([O-])O, O. The product is N#Cc1c(N)[nH]c2ccc(Oc3ccc(N)cc3)cc12. RXN SMILES: [C:1](=[O:2])([CH3:3])[NH:4][c:5]1[cH:6][cH:7][c:8]([O:9][c:10]2[cH:11][c:12]3[c:13]([C:20]#[N:21])[c:14]([NH2:19])[nH:15][c:16]3[cH:17][cH:18]2)[cH:22][cH:23]1.[CH3:31][OH:32].[ClH:25].[Na+:30].[O-:26][C:27]([OH:28])=[O:29].[OH2:24]>>[NH2:4][c:5]1[cH:6][cH:7][c:8]([O:9][c:10]2[cH:11][c:12]3[c:13]([C:20]#[N:21])[c:14]([NH2:19])[nH:15][c:16]3[cH:17][cH:18]2)[cH:22][cH:23]1. Reactants: N (ammonia), C(#N)C(C#N)=C(SC)SC (2-cyano-3,3-bis(methylthio)propenenitrile). The solvent is C(C)O (ethanol). Yields the product NC(=C(C#N)C#N)SC (3-amino-2-cyano-3-(methylthio)propenenitrile). As a reaction SMILES: [NH3:1].[C:2]([C:4](=[C:7](SC)[S:8][CH3:9])[C:5]#[N:6])#[N:3]>C(O)C>[NH2:1][C:7]([S:8][CH3:9])=[C:4]([C:5]#[N:6])[C:2]#[N:3]. Procedure: At 15°, 650 ml of ethanol was saturated with gaseous ammonia. Seventy-three and three-tenths grams of 2-cyano-3,3-bis(methylthio)propenenitrile were added portionwise during 10 minutes. The reaction mixture was heated to 78° during 15 minutes. The slurry was allowed to cool to ambient temperature, then cooled to 10°. The solid was collected by filtration and washed with cold ethanol to give, when dried, m.p. 228°-229° (Literature m.p. 229°-230°, R. Gompper and W. Topel, Ber. 95, 2871 (1902)).